This data is from the Open Reaction Database (ORD), a public repository of structured organic reaction records. The task is: describe an organic reaction: reactants, conditions, products, and yield Yields the product C(CCCCC)OC1=CC=C(C=C1)OC(C1=CC=C(C=C1)CCCCCCC(CCCC)C)=O (4-(7'-methylundecyl)benzoic acid 4-n-hexyloxyphenyl ester). Reactants: CC(CCCCC1=CC=C(C(=O)O)C=C1)CCCCC (4-(5'-methyldecyl)benzoic acid), CC(CCCCCBr)CCCC (6-methyldecylbromide), CC1=CC=C(C(=O)O)C=C1 (4-methylbenzic acid), C(CCCCCCC)OC1=CC=C(C=C1)O (4-n-octoxyphenol), CC(CCCCCCC1=CC=C(C(=O)O)C=C1)CCCC (4-(7'-methylundecyl)benzoic acid), C(CCCCC)OC1=CC=C(C=C1)O (4-n-hexyloxyphenol). RXN SMILES: CC(CCCCC)CCCCC1C=CC(C(O)=O)=CC=1.[CH2:21]([O:29][C:30]1[CH:35]=[CH:34][C:33](O)=[CH:32][CH:31]=1)[CH2:22][CH2:23][CH2:24][CH2:25][CH2:26]CC.[CH3:37][CH:38]([CH2:54][CH2:55][CH2:56][CH3:57])[CH2:39][CH2:40][CH2:41][CH2:42][CH2:43][CH2:44][C:45]1[CH:53]=[CH:52][C:48]([C:49]([OH:51])=[O:50])=[CH:47][CH:46]=1.CC(CCCC)CCCCCBr.CC1C=CC(C(O)=O)=CC=1.C(OC1C=CC(O)=CC=1)CCCCC>>[CH2:21]([O:29][C:30]1[CH:31]=[CH:32][C:33]([O:50][C:49](=[O:51])[C:48]2[CH:47]=[CH:46][C:45]([CH2:44][CH2:43][CH2:42][CH2:41][CH2:40][CH2:39][CH:38]([CH3:37])[CH2:54][CH2:55][CH2:56][CH3:57])=[CH:53][CH:52]=2)=[CH:34][CH:35]=1)[CH2:22][CH2:23][CH2:24][CH2:25][CH3:26]. Procedure: The procedure of Example 1 was followed except that the 4-(5'-methyldecyl)benzoic acid and 4-n-octoxyphenol were replaced by 4-(7'-methylundecyl)benzoic acid prepared by reacting 6-methyldecylbromide with 4-methylbenzic acid and 4-n-hexyloxyphenol to thereby give the title compound.